This data is from the Open Reaction Database (ORD), a public repository of structured organic reaction records. The task is: describe an organic reaction: reactants, conditions, products, and yield Reactants: CCOC(C)=O, CCCCCC, CC(C)O, [Cu]I, N#Cc1ccc(I)cc1, [K+], [K+], [K+], NCc1ccccc1, OCCO, O=P([O-])([O-])[O-]. Yields the product N#Cc1ccc(NCc2ccccc2)cc1. Reaction SMILES: [C:32]([O:33][CH2:34][CH3:35])(=[O:36])[CH3:37].[CH3:38][CH2:39][CH2:40][CH2:41][CH2:42][CH3:43].[CH3:44][CH:45]([OH:46])[CH3:47].[Cu:30][I:31].[I:17][c:18]1[cH:19][cH:20][c:21]([C:22]#[N:23])[cH:24][cH:25]1.[K+:6].[K+:7].[K+:8].[NH2:9][CH2:10][c:11]1[cH:12][cH:13][cH:14][cH:15][cH:16]1.[OH:26][CH2:27][CH2:28][OH:29].[P:1]([O-:2])([O-:3])([O-:4])=[O:5]>>[NH:9]([CH2:10][c:11]1[cH:12][cH:13][cH:14][cH:15][cH:16]1)[c:18]1[cH:19][cH:20][c:21]([C:22]#[N:23])[cH:24][cH:25]1. Starting materials: O1[C@H](COC2=C1C=CC=C2)CN2C[C@H](CCC2)C=2C=C(C=CC2)O ((R*)-3-{1-[(S)-1-(2,3-Dihydrobenzo[1,4]dioxin-2-yl)methyl]piperidin-3-yl}phenol), C(=O)([O-])[O-].[K+].[K+] (K2CO3), ClCCO (2-chloroethanol). Solvent: CC#N (MeCN). Yields the product O1[C@H](COC2=C1C=CC=C2)CN2C[C@H](CCC2)C=2C=C(OCCO)C=CC2 (2-(3-{(R*)-1-[(S)-1-(2,3-Dihydrobenzo[1,4]dioxin-2-yl)methyl]piperidin-3-yl}phenoxy)ethanol). RXN SMILES: [O:1]1[C:6]2[CH:7]=[CH:8][CH:9]=[CH:10][C:5]=2[O:4][CH2:3][C@@H:2]1[CH2:11][N:12]1[CH2:17][CH2:16][CH2:15][C@H:14]([C:18]2[CH:19]=[C:20]([OH:24])[CH:21]=[CH:22][CH:23]=2)[CH2:13]1.C([O-])([O-])=O.[K+].[K+].Cl[CH2:32][CH2:33][OH:34]>CC#N>[O:1]1[C:6]2[CH:7]=[CH:8][CH:9]=[CH:10][C:5]=2[O:4][CH2:3][C@@H:2]1[CH2:11][N:12]1[CH2:17][CH2:16][CH2:15][C@H:14]([C:18]2[CH:19]=[C:20]([CH:21]=[CH:22][CH:23]=2)[O:24][CH2:32][CH2:33][OH:34])[CH2:13]1 |f:1.2.3|. Procedure: (R*)-3-{1-[(S)-1-(2,3-Dihydrobenzo[1,4]dioxin-2-yl)methyl]piperidin-3-yl}phenol (51 mg), K2CO3 (28 mg, 0.20 mmol), 2-chloroethanol and MeCN (2 ml) were heated under microwaves at 80-105° C. for 6 h. The solvent was removed and the residue was taken up in DCM. This solution was washed with water and 1 M NaOH and evaporated to dryness. Flash chromatography (heptane/EtOAc) gave 3 mg of the title compound.